This data is from the Open Reaction Database (ORD), a public repository of structured organic reaction records. The task is: describe an organic reaction: reactants, conditions, products, and yield The reactants are N1([C@H](C(=O)NC(C)(C)C)CSC1)C(=O)OC(C)(C)C (Boc-Thz-NH-tBu), CS(=O)(=O)O (methanesulfonic acid), ClCCl (dichloromethane), [OH-].[Na+] (NaOH). The solvent is C(C)#N.ClCCl (acetonitrile dichloromethane). Reaction conditions: time 1.5 hour. Yields the product N1[C@H](C(=O)NC(C)(C)C)CSC1 (H-Thz-NH-tBu). Isolated yield 87.3%. RXN SMILES: [N:1]1(C(OC(C)(C)C)=O)[CH2:12][S:11][CH2:10][C@H:2]1[C:3]([NH:5][C:6]([CH3:9])([CH3:8])[CH3:7])=[O:4].CS(O)(=O)=O.ClCCl.[OH-].[Na+]>C(#N)C.ClCCl>[NH:1]1[CH2:12][S:11][CH2:10][C@H:2]1[C:3]([NH:5][C:6]([CH3:9])([CH3:7])[CH3:8])=[O:4] |f:3.4,5.6|. Reported procedure: To a solution of 5.00 g (17.4 mmol) of Boc-Thz-NH-tBu in 23.7 ml of acetonitrile-dichloromethane (1:6), 3.39 ml (52.1 mmol) of methanesulfonic acid was added. After stirring at room temperature for 1.5 h, 30 ml of dichloromethane and 26 ml (52 mmol) of 2N NaOH aqueous solution were added under ice cooling to extract the product. The organic layer was washed with 5% NaHCO3 aqueous solution and saturated NaCl aqueous solution successively, dried over Na2SO4, and evaporated under reduced pressure. ... Starting materials: C(C)OC(=O)C1=CC=C(C=C1)NC(CC1=CC=C(C=C1)Cl)=O (N-(4-Ethoxycarbonylphenyl)-(4-chlorophenyl)-acetamide). Solvent: C1CCOC1 (THF), Cl (hydrochloric acid). Conditions: time 30 minute. Yields the product ClC1=CC=C(C=C1)CCNC1=CC=C(C(=O)OCC)C=C1 (ethyl 4-[2-(4-chlorophenyl)ethylamino]benzoate). Yield: 44.1%. As a reaction SMILES: [CH2:1]([O:3][C:4]([C:6]1[CH:11]=[CH:10][C:9]([NH:12][C:13](=O)[CH2:14][C:15]2[CH:20]=[CH:19][C:18]([Cl:21])=[CH:17][CH:16]=2)=[CH:8][CH:7]=1)=[O:5])[CH3:2]>C1COCC1.Cl>[Cl:21][C:18]1[CH:17]=[CH:16][C:15]([CH2:14][CH2:13][NH:12][C:9]2[CH:8]=[CH:7][C:6]([C:4]([O:3][CH2:1][CH3:2])=[O:5])=[CH:11][CH:10]=2)=[CH:20][CH:19]=1. Procedure: N-(4-Ethoxycarbonylphenyl)-(4-chlorophenyl)-acetamide (8.91 g., 0.03 mole) was dissolved in dry THF (70 ml) under nitrogen and borane-dimethyl sulphide complex (3.8 ml; 0.03 mole) was added at room temperature. The mixture was stirred for 30 minutes at room temperature, boiled under reflux with stirring for 4 hours, cooled and IN hydrochloric acid (70 ml) was added. The organic phase was separated, the aqueous layer extracted with dichloromethane (2×80 ml), the combined organic phases washed wit... Starting materials: O\N=C(/C(=O)OCC)\C(C)=O (Ethyl (Z)-2-(hydroxyimino)-3-oxobutyrate), C1(CCCCCC1)Br (cycloheptyl bromide). Product: C1(CCCCCC1)O\N=C(/C(=O)OCC)\C(C)=O (Ethyl (Z)-2-(cycloheptyloxyimino)-3-oxobutyrate). Yield: 80.0%. Reaction SMILES: [OH:1]/[N:2]=[C:3](/[C:9](=[O:11])[CH3:10])\[C:4]([O:6][CH2:7][CH3:8])=[O:5].[CH:12]1(Br)[CH2:18][CH2:17][CH2:16][CH2:15][CH2:14][CH2:13]1>>[CH:12]1([O:1]/[N:2]=[C:3](/[C:9](=[O:11])[CH3:10])\[C:4]([O:6][CH2:7][CH3:8])=[O:5])[CH2:18][CH2:17][CH2:16][CH2:15][CH2:14][CH2:13]1. Procedure details: Ethyl (Z)-2-(hydroxyimino)-3-oxobutyrate (5.Og) was treated with cycloheptyl bromide as described in Example 13a to give the title compound as a colourless liquid (6.36 g, 80%). (Found: M+ +H, 256.1547, C13H21NO4 requires M+H 256.1550), νmax (film) 2940, 1750, 1690 cm-1 ; δH (CDCl3): 1.31 (3H, t) 1.4-2.0 (12H, m), 2.35 (3H, s) 4.32 (3H, q+m). Starting materials: C(C)OC(=O)C1=C(C=NN1C)C(=O)O (5-(ethoxycarbonyl)-1-methyl-1H-pyrazole-4-carboxylic acid), C(C)N(C(C)C)C(C)C (N-ethyldiisopropylamine), N1CCC1 (azetidine), propanephosphonic acid cyclic anhydride. The solvent is C(C)(=O)OCC (ethyl acetate). Run at time 3 hour. The product is C(C)OC(=O)C=1N(N=CC1C(=O)N1CCC1)C (4-(azetidine-1-carbonyl)-2-methyl-2H-pyrazole-3-carboxylic acid ethyl ester). The yield is 60.7%. Reaction SMILES: [CH2:1]([O:3][C:4]([C:6]1[N:10]([CH3:11])[N:9]=[CH:8][C:7]=1[C:12]([OH:14])=O)=[O:5])[CH3:2].C([N:17]([CH:21]([CH3:23])C)[CH:18](C)C)C.N1CCC1>C(OCC)(=O)C>[CH2:1]([O:3][C:4]([C:6]1[N:10]([CH3:11])[N:9]=[CH:8][C:7]=1[C:12]([N:17]1[CH2:18][CH2:23][CH2:21]1)=[O:14])=[O:5])[CH3:2]. Procedure: To a cooled solution of 5-(ethoxycarbonyl)-1-methyl-1H-pyrazole-4-carboxylic acid (1.5 g, 7.57 mmole), N-ethyldiisopropylamine (3.97 ml, 22.7 mmole) and azetidine (1.02 ml, 15.1 mmole) in ethyl acetate (30 ml) is added at 0° C. propanephosphonic acid cyclic anhydride (50% in ethyl acetate, 11.4 ml, 18.9 mole). The ice-bath is removed and the light yellow solution is stirred for 3 hr at room temperature. The light yellow solution is adjusted to pH 9 with sat. aqueous sodium carbonate solution, th... Starting materials: O=C([O-])[O-], CO, CCOC(C)=O, Cl, [K+], [K+], NO, Cc1c(C)c2c(c(C)c1O)C(=O)CC(C)(COc1ccc(CC3SC(=O)NC3=O)cc1)O2, c1ccncc1. The product is Cc1c(C)c2c(c(C)c1O)C(=NO)CC(C)(COc1ccc(CC3SC(=O)NC3=O)cc1)O2. As a reaction SMILES: [C:38](=[O:39])([O-:40])[O-:41].[CH3:36][OH:37].[CH3:44][CH2:45][O:46][C:47](=[O:48])[CH3:49].[ClH:33].[K+:42].[K+:43].[NH2:34][OH:35].[OH:1][c:2]1[c:3]([CH3:32])[c:4]2[c:9]([c:10]([CH3:13])[c:11]1[CH3:12])[O:8][C:7]([CH3:14])([CH2:15][O:16][c:17]1[cH:18][cH:19][c:20]([CH2:21][CH:22]3[C:23](=[O:28])[NH:24][C:25](=[O:27])[S:26]3)[cH:29][cH:30]1)[CH2:6][C:5]2=[O:31].[cH:50]1[cH:51][cH:52][n:53][cH:54][cH:55]1>>[OH:1][c:2]1[c:3]([CH3:32])[c:4]2[c:9]([c:10]([CH3:13])[c:11]1[CH3:12])[O:8][C:7]([CH3:14])([CH2:15][O:16][c:17]1[cH:18][cH:19][c:20]([CH2:21][CH:22]3[C:23](=[O:28])[NH:24][C:25](=[O:27])[S:26]3)[cH:29][cH:30]1)[CH2:6][C:5]2=[N:34][OH:35].